This data is from the Open Reaction Database (ORD), a public repository of structured organic reaction records. The task is: describe an organic reaction: reactants, conditions, products, and yield The reactants are C(C1=CC=CC=C1)N(C1(COCC1)CNC1=CC(=NC2=CC=C(C=C12)C)N1CCS(C2=C(C1)C=CC=C2)(=O)=O)CC2=CC=CC=C2 (N-{[3-(Dibenzylamino)tetrahydrofuran-3-yl]methyl}-2-(1,1-dioxido-2,3-dihydro-1,4-benzothiazepin-4(5H)-yl)-6-methylquinolin-4-amine), NCC1(COC1)N(CC1=CC=CC=C1)CC1=CC=CC=C1 (3-(aminomethyl)-N,N-dibenzyloxetan-3-amine). The product is NC1(COC1)CNC1=CC(=NC2=CC=CC=C12)N1CCS(C2=C(C1)C=CC(=C2)C)(=O)=O (N-[(3-Aminooxetan-3-yl)methyl]-2-(8-methyl-1,1-dioxido-2,3-dihydro-1,4-benzothiazepin-4(5H)-yl)-quinolin-4-amine). Reaction SMILES: C([N:8](CC1C=CC=CC=1)[C:9]1([CH2:14][NH:15][C:16]2[C:25]3[C:20](=[CH:21][CH:22]=[C:23](C)[CH:24]=3)[N:19]=[C:18]([N:27]3[CH2:33][C:32]4[CH:34]=[CH:35][CH:36]=[CH:37][C:31]=4[S:30](=[O:39])(=[O:38])[CH2:29][CH2:28]3)[CH:17]=2)C[CH2:12][O:11][CH2:10]1)C1C=CC=CC=1.N[CH2:48]C1(N(CC2C=CC=CC=2)CC2C=CC=CC=2)COC1>>[NH2:8][C:9]1([CH2:14][NH:15][C:16]2[C:25]3[C:20](=[CH:21][CH:22]=[CH:23][CH:24]=3)[N:19]=[C:18]([N:27]3[CH2:33][C:32]4[CH:34]=[CH:35][C:36]([CH3:48])=[CH:37][C:31]=4[S:30](=[O:39])(=[O:38])[CH2:29][CH2:28]3)[CH:17]=2)[CH2:10][O:11][CH2:12]1. Reported procedure: The title compound was prepared in analogy to Example 2-1 in Scheme 4 by using 4-(4-chloroquinolin-2-yl)-8-methyl-2,3,4,5-tetrahydro-1,4-benzothiazepine 1,1-dioxide (prepared in analogy to 4-(4-chloro-6-methylquinolin-2-yl)-2,3,4,5-tetrahydro-1,4-benzothiazepine 1,1-dioxide in Example 2-1 by using 8-methyl-2,3,4,5-tetrahydro-1,4-benzothiazepine and 2,4-dichloroquinoline) and 3-(aminomethyl)-N,N-dibenzyloxetan-3-amine. MS (ESI+) [(M+H)+] 439, 1H NMR (400 MHz, CD3OD) δ ppm 7.91 (d, J=8.34 Hz, 1 H)... Reactants: S(=O)([O-])S(=O)[O-] (dithionite), O (water), BrC1=NC(=CC=C1)C(=C)C (2-bromo-6-isopropenylpyridine), C[N+]1(CCOCC1)[O-] (N-methylmorpholine N-oxide), O (water). Reagents/catalysts: [Os](=O)(=O)(=O)=O (osmium tetroxide). Solvent: CC(=O)C (acetone). Reaction conditions: time 16 hour. Yields the product BrC1=CC=CC(=N1)C(CO)(C)O (2-(6-Bromopyridin-2-yl)propane-1,2-diol). Reaction SMILES: [Br:1][C:2]1[CH:7]=[CH:6][CH:5]=[C:4]([C:8]([CH3:10])=[CH2:9])[N:3]=1.C[N+]1([O-])CC[O:15]CC1.S(S([O-])=O)([O-])=O.[OH2:25]>CC(C)=O.[Os](=O)(=O)(=O)=O>[Br:1][C:2]1[N:3]=[C:4]([C:8]([OH:15])([CH3:10])[CH2:9][OH:25])[CH:5]=[CH:6][CH:7]=1. Reported procedure: To a solution of 2-bromo-6-isopropenylpyridine (0.510 g, 2.57 mmol) in acetone (1 mL) and water (2 mL) was added N-methylmorpholine N-oxide (0.317 g, 2.70 mmol) followed by osmium tetroxide (0.257 mL, 0.013 mmol). After 16 hours, dithionite (0.05 g) and water (1.5 mL) were added. After an additional 15 minutes, the reaction mixture was filtered though a pad of Celite. The filter was rinsed with acetone (3×1.5 mL), and the filtrate was concentrated under vacuo to remove the acetone. The remaining...